Dataset: the Open Reaction Database (ORD), a public repository of structured organic reaction records. Task: describe an organic reaction: reactants, conditions, products, and yield The reactants are CC(C)(C)OC(=O)NC1CC(C(=O)N2CCN(c3ccccc3C#N)CC2)N(Cc2ccccc2)C1, ClCCl, O=C(O)C(F)(F)F. RXN SMILES: [C:1]([O:2][C:3](=[O:4])[NH:7][CH:8]1[CH2:9][N:10]([CH2:29][c:30]2[cH:31][cH:32][cH:33][cH:34][cH:35]2)[CH:11]([C:13](=[O:14])[N:15]2[CH2:16][CH2:17][N:18]([c:21]3[c:22]([C:27]#[N:28])[cH:23][cH:24][cH:25][cH:26]3)[CH2:19][CH2:20]2)[CH2:12]1)([CH3:5])([CH3:6])[CH3:36].[Cl:37][CH2:38][Cl:39].[F:40][C:41]([F:42])([F:43])[C:44]([OH:45])=[O:46]>>[NH2:7][CH:8]1[CH2:9][N:10]([CH2:29][c:30]2[cH:31][cH:32][cH:33][cH:34][cH:35]2)[CH:11]([C:13](=[O:14])[N:15]2[CH2:16][CH2:17][N:18]([c:21]3[c:22]([C:27]#[N:28])[cH:23][cH:24][cH:25][cH:26]3)[CH2:19][CH2:20]2)[CH2:12]1. Yields the product N#Cc1ccccc1N1CCN(C(=O)C2CC(N)CN2Cc2ccccc2)CC1. Starting materials: CC(NC(=O)OC(C)(C)C)c1cnc(F)cc1I, CN(C)C=O, [H-], CCI, [Na+]. Yields the product CCN(C(=O)OC(C)(C)C)C(C)c1cnc(F)cc1I. As a reaction SMILES: [C:3]([CH3:4])([CH3:5])([CH3:6])[O:7][C:8]([NH:9][CH:10]([CH3:11])[c:12]1[cH:13][n:14][c:15]([F:19])[cH:16][c:17]1[I:18])=[O:20].[CH3:24][N:25]([CH3:26])[CH:27]=[O:28].[H-:1].[I:21][CH2:22][CH3:23].[Na+:2]>>[C:3]([CH3:4])([CH3:5])([CH3:6])[O:7][C:8]([N:9]([CH:10]([CH3:11])[c:12]1[cH:13][n:14][c:15]([F:19])[cH:16][c:17]1[I:18])[CH2:22][CH3:23])=[O:20]. Reactants: O (water), N1=CC=CC=C1 (pyridine), FC(C(=O)OC(C(F)(F)F)=O)(F)F (trifluoroacetic anhydride), BrC(=CC=1C=C(C=CC1Cl)NC(=O)C1=C(CCCC1)C(=O)N)C(=O)OC (N-(3-(2-bromo-2-methoxycarbonylethenyl)-4-chlorophenyl]-cyclohexene-1,2-dicarboxamide). Run in ClCCl (dichloromethane), ClCCl (dichloromethane). Run at time 2 hour. Yields the product BrC(=CC=1C=C(C=CC1Cl)NC(=O)C1=C(CCCC1)C#N)C(=O)OC (N-[3-(2-Bromo-2-methoxycarbonylethenyl)-4-chlorophenyl]-2-cyanocyclohexenecarboxamide). RXN SMILES: N1C=CC=CC=1.FC(F)(F)C(OC(=O)C(F)(F)F)=O.[Br:20][C:21]([C:42]([O:44][CH3:45])=[O:43])=[CH:22][C:23]1[CH:24]=[C:25]([NH:30][C:31]([C:33]2[CH2:38][CH2:37][CH2:36][CH2:35][C:34]=2[C:39]([NH2:41])=O)=[O:32])[CH:26]=[CH:27][C:28]=1[Cl:29].O>ClCCl>[Br:20][C:21]([C:42]([O:44][CH3:45])=[O:43])=[CH:22][C:23]1[CH:24]=[C:25]([NH:30][C:31]([C:33]2[CH2:38][CH2:37][CH2:36][CH2:35][C:34]=2[C:39]#[N:41])=[O:32])[CH:26]=[CH:27][C:28]=1[Cl:29]. Procedure: 2.6 g of pyridine and then, at from 0 to 5° C., 4.6 g of trifluoroacetic anhydride in 10 ml of dichloromethane were added dropwise to a solution of 5 g of N-(3-(2-bromo-2-methoxycarbonylethenyl)-4-chlorophenyl]-cyclohexene-1,2-dicarboxamide in 80 ml of dichloromethane. Stirring was carried out for 1 hour at 5° C. and 2 hours at 25° C., after which 100 ml of water were added and stirring was carried out for a further 30 minutes. The organic phase was then separated off and dried. After removal of... Starting materials: CCOC(=O)Nc1ccc(-c2csc(Cn3cc(C(=O)OCC)cn3)n2)cc1, CCO, Cl, [Na+], [OH-]. Product: CCOC(=O)Nc1ccc(-c2csc(Cn3cc(C(=O)O)cn3)n2)cc1. As a reaction SMILES: [CH2:1]([CH3:2])[O:3][C:4](=[O:5])[NH:6][c:7]1[cH:8][cH:9][c:10](-[c:13]2[n:14][c:15]([CH2:18][n:19]3[n:20][cH:21][c:22]([C:24](=[O:25])[O:26][CH2:27][CH3:28])[cH:23]3)[s:16][cH:17]2)[cH:11][cH:12]1.[CH3:32][CH2:33][OH:34].[ClH:31].[Na+:30].[OH-:29]>>[CH2:1]([CH3:2])[O:3][C:4](=[O:5])[NH:6][c:7]1[cH:8][cH:9][c:10](-[c:13]2[n:14][c:15]([CH2:18][n:19]3[n:20][cH:21][c:22]([C:24](=[O:25])[OH:26])[cH:23]3)[s:16][cH:17]2)[cH:11][cH:12]1.